This data is from the Open Reaction Database (ORD), a public repository of structured organic reaction records. The task is: describe an organic reaction: reactants, conditions, products, and yield The reactants are CCc1c(C(=O)C(N)=O)c2c(OCC(=O)OC)ncnc2n1Cc1cccc(Cl)c1, CO, [Na+], [OH-]. Product: CCc1c(C(=O)C(N)=O)c2c(OCC(=O)O)ncnc2n1Cc1cccc(Cl)c1. RXN SMILES: [CH3:1][O:2][C:3]([CH2:4][O:5][c:6]1[c:7]2[c:8]([n:9][cH:10][n:11]1)[n:12]([CH2:22][c:23]1[cH:24][c:25]([Cl:29])[cH:26][cH:27][cH:28]1)[c:13]([CH2:20][CH3:21])[c:14]2[C:15]([C:16](=[O:17])[NH2:18])=[O:19])=[O:30].[CH3:33][OH:34].[Na+:32].[OH-:31]>>[O:2]=[C:3]([CH2:4][O:5][c:6]1[c:7]2[c:8]([n:9][cH:10][n:11]1)[n:12]([CH2:22][c:23]1[cH:24][c:25]([Cl:29])[cH:26][cH:27][cH:28]1)[c:13]([CH2:20][CH3:21])[c:14]2[C:15]([C:16](=[O:17])[NH2:18])=[O:19])[OH:30]. The reactants are BrCc1ccccc1CBr, O=C([O-])[O-], Cc1c(C)c2c(c(C)c1N)C(c1ccccc1)C(C)(C)O2, CN(C)C=O, [K+], [K+], O. The product is Cc1c(C)c(N2Cc3ccccc3C2)c(C)c2c1OC(C)(C)C2c1ccccc1. As a reaction SMILES: [Br:22][CH2:23][c:24]1[c:25]([CH2:30][Br:31])[cH:26][cH:27][cH:28][cH:29]1.[C:32](=[O:33])([O-:34])[O-:35].[CH3:1][C:2]1([CH3:21])[O:3][c:4]2[c:5]([c:13]([CH3:20])[c:14]([NH2:19])[c:15]([CH3:18])[c:16]2[CH3:17])[CH:6]1[c:7]1[cH:8][cH:9][cH:10][cH:11][cH:12]1.[CH3:38][N:39]([CH3:40])[CH:41]=[O:42].[K+:36].[K+:37].[OH2:43]>>[CH3:1][C:2]1([CH3:21])[O:3][c:4]2[c:5]([c:13]([CH3:20])[c:14]([N:19]3[CH2:23][c:24]4[c:25]([cH:26][cH:27][cH:28][cH:29]4)[CH2:30]3)[c:15]([CH3:18])[c:16]2[CH3:17])[CH:6]1[c:7]1[cH:8][cH:9][cH:10][cH:11][cH:12]1.